Dataset: the Open Reaction Database (ORD), a public repository of structured organic reaction records. Task: describe an organic reaction: reactants, conditions, products, and yield Reaction SMILES: [C:1]([C:5]1[O:9][N:8]=[C:7]([NH:10][C:11]([C@@H:13]2[CH2:18][CH2:17][CH2:16][CH2:15][N:14]2[C:19]([N:21]2[CH2:26][CH2:25][S:24][CH2:23][CH2:22]2)=[O:20])=[O:12])[CH:6]=1)([CH3:4])([CH3:3])[CH3:2].[OH:27]OS([O-])=O.[K+].O>C(Cl)Cl.CO>[C:1]([C:5]1[O:9][N:8]=[C:7]([NH:10][C:11]([C@@H:13]2[CH2:18][CH2:17][CH2:16][CH2:15][N:14]2[C:19]([N:21]2[CH2:26][CH2:25][SH2:24](=[O:27])[CH2:23][CH2:22]2)=[O:20])=[O:12])[CH:6]=1)([CH3:4])([CH3:2])[CH3:3] |f:1.2|. Reactants: C(C)(C)(C)C1=CC(=NO1)NC(=O)[C@H]1N(CCCC1)C(=O)N1CCSCC1 ((S)-1-(Thiomorpholine-4-carbonyl)-piperidine-2-carboxylic acid (5-tert-butyl-isoxazol-3-yl)-amide), OOS(=O)[O-].[K+] (oxone), O (water). Product: C(C)(C)(C)C1=CC(=NO1)NC(=O)[C@H]1N(CCCC1)C(=O)N1CC[SH2](CC1)=O ((S)-1(1-Oxo-1λ6-thiomorpholine-4-carbonyl)-piperidine-2-carboxylic acid (5-tert-butyl-isoxazol-3-yl)-amide). The solvent is C(Cl)Cl (methylene chloride), CO (methanol). Conditions: time 2 hour. Procedure details: To a solution of (S)-1-(Thiomorpholine-4-carbonyl)-piperidine-2-carboxylic acid (5-tert-butyl-isoxazol-3-yl)-amide (150 mg; 0.394 mmol) in 50% methylene chloride in methanol (4 mL) is added oxone (122.8 mg; 0.2 mmol) and water (0.1 mL). The reaction mixture is stirred at room temperature for 2 hours. The mixture is quenched with water and extracted with dichloromethane 3 times. The organics are combined and dried over Na2SO4, filtered and concentrated in vacuo. Purification by flash chromatograp... The reactants are CN1CCC2(CC1)COC=1C=C3C=CN=C3CC12 (2,3-Dihydro-1'-methylspiro[furo[2,3-f]indole-3,4'-piperidine]), C(#N)[BH3-].[Na+] (sodium cyanoborohydride), C(=O)([O-])[O-].[K+].[K+] (K2CO3). Solvent: O (water), C(C)(=O)O (acetic acid). Run at time 2 hour. The product is CN1CCC2(CC1)COC1=CC=3CCNC3C=C12 (1'-Methyl-2,3,6,7-tetrahydrospiro[furo[2,3-f]indole-3,4'-piperidine]). The yield is 53.4%. As a reaction SMILES: [CH3:1][N:2]1[CH2:7][CH2:6][C:5]2([C:18]3[CH2:17][C:16]4[C:12]([CH:13]=[CH:14][N:15]=4)=[CH:11][C:10]=3[O:9][CH2:8]2)[CH2:4][CH2:3]1.C([BH3-])#N.[Na+].C([O-])([O-])=O.[K+].[K+]>C(O)(=O)C.O>[CH3:1][N:2]1[CH2:3][CH2:4][C:5]2([C:18]3[C:10](=[CH:11][C:12]4[CH2:13][CH2:14][NH:15][C:16]=4[CH:17]=3)[O:9][CH2:8]2)[CH2:6][CH2:7]1 |f:1.2,3.4.5|. Procedure: 2,3-Dihydro-1'-methylspiro[furo[2,3-f]indole-3,4'-piperidine] (D7, 0.056 g, 0.23 mmol) was stirred in acetic acid (5 ml) as sodium cyanoborohydride (0.044 g, 0.70 mmol) was added portionwise over 10 min. The solution was stirred for 2 h, diluted with water (20 ml), basified with saturated K2CO3 solution, and extracted with ethyl acetate. The extract was dried (Na2SO4) and evaporated to give the title compound (0.030 g, 53%) as a white solid.